From a dataset of the Open Reaction Database (ORD), a public repository of structured organic reaction records. describe an organic reaction: reactants, conditions, products, and yield The reagents and catalysts are C=1C=CC(=CC1)/C=C/C(=O)/C=C/C2=CC=CC=C2.C=1C=CC(=CC1)/C=C/C(=O)/C=C/C2=CC=CC=C2.C=1C=CC(=CC1)/C=C/C(=O)/C=C/C2=CC=CC=C2.[Pd].[Pd] (tris(dibenzylideneacetone)dipalladium(0)). Reactants: BrC1=CC(=C(C=N1)NC(C(C)(C)C)=O)C (N-(6-bromo-4-methylpyridin-3-yl) pivalamide), C1(CCCCC1)P(C1=C(C=CC=C1)C1=C(C=C(C=C1C(C)C)C(C)C)C(C)C)C1CCCCC1.CC(C)C1=CC(=C(C(=C1)C(C)C)C2=C(C=CC=C2)P(C3CCCCC3)C4CCCCC4)C(C)C (2-dicyclohexylphosphino-2′,4′,6′-triisopropylbiphenyl X-Phos), [NH4+].[Cl-].[Cl-].[Na+].O (NH4Cl brine), [Cl-].C(C)(C)(C)OC(C[Zn+])=O (2-(tert-butoxy)-2-oxoethylzinc chloride). The solvent is O1CCCC1 (tetrahydrofuran). As a reaction SMILES: Br[C:2]1[N:7]=[CH:6][C:5]([NH:8][C:9](=[O:14])[C:10]([CH3:13])([CH3:12])[CH3:11])=[C:4]([CH3:15])[CH:3]=1.C1(P(C2CCCCC2)C2C=CC=CC=2C2C(C(C)C)=CC(C(C)C)=CC=2C(C)C)CCCCC1.CC(C1C=C(C(C)C)C(C2C=CC=CC=2P(C2CCCCC2)C2CCCCC2)=C(C(C)C)C=1)C.[Cl-].[C:85]([O:89][C:90](=[O:93])[CH2:91][Zn+])([CH3:88])([CH3:87])[CH3:86].[NH4+].[Cl-].[Cl-].[Na+].O>O1CCCC1.C1C=CC(/C=C/C(/C=C/C2C=CC=CC=2)=O)=CC=1.C1C=CC(/C=C/C(/C=C/C2C=CC=CC=2)=O)=CC=1.C1C=CC(/C=C/C(/C=C/C2C=CC=CC=2)=O)=CC=1.[Pd].[Pd]>[CH3:15][C:4]1[C:5]([NH:8][C:9](=[O:14])[C:10]([CH3:13])([CH3:12])[CH3:11])=[CH:6][N:7]=[C:2]([CH2:91][C:90]([O:89][C:85]([CH3:88])([CH3:87])[CH3:86])=[O:93])[CH:3]=1 |f:1.2,3.4,5.6.7.8.9,11.12.13.14.15|. Procedure details: N-(6-bromo-4-methylpyridin-3-yl) pivalamide (0.644 g, 2.375 mmol), 2-dicyclohexylphosphino-2′,4′,6′-triisopropylbiphenyl X-Phos (0.068 g, 0.143 mmol) and tris(dibenzylideneacetone)dipalladium(0) (0.065 g, 0.071 mmol) were dissolved in tetrahydrofuran (30 ml) then added 2-(tert-butoxy)-2-oxoethylzinc chloride (14.25 ml, 7.13 mmol). The mixture was placed into three tubes and microwaved at 100° C. for 1.5 hr. The reactions were poured into NH4Cl/brine solution and extracted with ETOAc (2×), dried ... Yields the product CC1=CC(=NC=C1NC(C(C)(C)C)=O)CC(=O)OC(C)(C)C (tert-butyl 2-(4-methyl-5-pivalamidopyridin-2-yl)acetate). Reactants: [H-].[Al+3].[Li+].[H-].[H-].[H-] (lithium aluminium hydride), C(C)O (ethanol), Cl (hydrochloride), COC=1C=C([C@H](C[N+](=O)[O-])C2C(CCCC2)=O)C=CC1OC (rac-(2S*)-2-[(R*)-3,4-dimethoxy-α-(nitromethyl)benzyl]cyclohexanone). Run in O1CCCC1 (tetrahydrofuran), O1CCCC1.O (tetrahydrofuran water), O1CCCC1 (tetrahydrofuran). Reaction conditions: time 8 hour. Product: Cl.NC[C@@H](C1=CC(=C(C=C1)OC)OC)[C@@H]1[C@@H](CCCC1)O (rac-(1S*)-cis-2-[(R*)-α-(aminomethyl)-3,4-dimethoxybenzyl]cyclohexanol hydrochloride). As a reaction SMILES: [CH3:1][O:2][C:3]1[CH:4]=[C:5]([CH:18]=[CH:19][C:20]=1[O:21][CH3:22])[C@@H:6]([CH:11]1[CH2:16][CH2:15][CH2:14][CH2:13][C:12]1=[O:17])[CH2:7][N+:8]([O-])=O.[H-].[Al+3].[Li+].[H-].[H-].[H-].C(O)C.[ClH:32]>O1CCCC1.O1CCCC1.O>[ClH:32].[NH2:8][CH2:7][C@H:6]([C@H:11]1[CH2:16][CH2:15][CH2:14][CH2:13][C@H:12]1[OH:17])[C:5]1[CH:18]=[CH:19][C:20]([O:21][CH3:22])=[C:3]([O:2][CH3:1])[CH:4]=1 |f:1.2.3.4.5.6,10.11,12.13|. Reported procedure: A solution of 50.5 g (163 mmol) of rac-(2S*)-2-[(R*)-3,4-dimethoxy-α-(nitromethyl)benzyl]cyclohexanone in 500 ml of dry tetrahydrofuran is added dropwise while stirring to a suspension of 15.4 g (407 mmol) of lithium aluminium hydride in 350 ml of dry tetrahydrofuran under argon so that the temperature does not exceed 50°. The reaction mixture is stirred at 50° overnight and treated, after cooling, firstly with ethanol and subsequently with tetrahydrofuran/water (1:1). The separated precipitate ... The product is O=C(NCC1CCC(C(=O)O)CC1)OCc1ccccc1. Reactants: O=C(Cl)OCc1ccccc1, Cl, [K+], [K+], NCC1CCC(C(=O)O)CC1, O=C([O-])[O-], C1COCCO1, O. Reaction SMILES: [CH2:18]([c:19]1[cH:20][cH:21][cH:22][cH:23][cH:24]1)[O:25][C:26](=[O:27])[Cl:28].[ClH:29].[K+:12].[K+:13].[NH2:1][CH2:2][CH:3]1[CH2:4][CH2:5][CH:6]([C:9](=[O:10])[OH:11])[CH2:7][CH2:8]1.[O-:14][C:15]([O-:16])=[O:17].[O:31]1[CH2:32][CH2:33][O:34][CH2:35][CH2:36]1.[OH2:30]>>[NH:1]([CH2:2][CH:3]1[CH2:4][CH2:5][CH:6]([C:9](=[O:10])[OH:11])[CH2:7][CH2:8]1)[C:26]([O:25][CH2:18][c:19]1[cH:20][cH:21][cH:22][cH:23][cH:24]1)=[O:27]. Starting materials: COC1=CC=C(CCl)C=C1 (4-methoxybenzyl chloride), C(C)(C)(C)OC(=O)N1C(C2=CC(=C(C=C2CC1)O)[N+](=O)[O-])CC1=CC(=C(C(=C1)Br)OC)Br (1-(3,5-dibromo-4-methoxy-benzyl)-6-hydroxy-7-nitro-1,2,3,4-tetrahydroisoquinoline-2-carboxylic acid tert-butyl ester), C(=O)([O-])[O-].[K+].[K+] (K2CO3), COC1=CC=C(CCl)C=C1 (4-methoxybenzyl chloride). Product: C(C)(C)(C)OC(=O)N1C(C2=CC(=C(C=C2CC1)OCC1=CC=C(C=C1)OC)[N+](=O)[O-])CC1=CC(=C(C(=C1)Br)OC)Br (1-(3,5-dibromo-4-methoxybenzyl)-6-(4-methoxy-benzyloxy)-7-nitro-1,2,3,4-tetrahydro-isoquinoline-2-carboxylic acid tert-butyl ester). Run in CN(C)C=O (DMF), O (water). Procedure details: A mixture of 1-(3,5-dibromo-4-methoxy-benzyl)-6-hydroxy-7-nitro-1,2,3,4-tetrahydroisoquinoline-2-carboxylic acid tert-butyl ester (0.002 mol), K2CO3 (0.331 g, 0.0024 mol) and 4-methoxybenzyl chloride (0.376 g, 0.0024 mol) in 10 mL of DMF was heated for 4 h at 100° C. 0.17 g (0.00109 mol) of 4-methoxybenzyl chloride was added additionally. The reaction mixture was heated for 5 h at 100° C., cooled, poured in water, cooled, filtered and dried in vacuum. The residue was dissolved in ethyl acetate a... RXN SMILES: [C:1]([O:5][C:6]([N:8]1[CH2:17][CH2:16][C:15]2[C:10](=[CH:11][C:12]([N+:19]([O-:21])=[O:20])=[C:13]([OH:18])[CH:14]=2)[CH:9]1[CH2:22][C:23]1[CH:28]=[C:27]([Br:29])[C:26]([O:30][CH3:31])=[C:25]([Br:32])[CH:24]=1)=[O:7])([CH3:4])([CH3:3])[CH3:2].C([O-])([O-])=O.[K+].[K+].[CH3:39][O:40][C:41]1[CH:48]=[CH:47][C:44]([CH2:45]Cl)=[CH:43][CH:42]=1>CN(C=O)C.O>[C:1]([O:5][C:6]([N:8]1[CH2:17][CH2:16][C:15]2[C:10](=[CH:11][C:12]([N+:19]([O-:21])=[O:20])=[C:13]([O:18][CH2:45][C:44]3[CH:47]=[CH:48][C:41]([O:40][CH3:39])=[CH:42][CH:43]=3)[CH:14]=2)[CH:9]1[CH2:22][C:23]1[CH:24]=[C:25]([Br:32])[C:26]([O:30][CH3:31])=[C:27]([Br:29])[CH:28]=1)=[O:7])([CH3:3])([CH3:4])[CH3:2] |f:1.2.3|. Reaction conditions: temperature 100 celsius. The solvent is CN1CCCC1=O (NMP). As a reaction SMILES: [NH:1]1[CH2:6][CH2:5][CH:4]([N:7]2[C:15]3[C:10](=[N:11][CH:12]=[CH:13][CH:14]=3)[NH:9][C:8]2=[O:16])[CH2:3][CH2:2]1.[Cl:17][C:18]1[CH:23]=[C:22]([C:24]([C:26]2[CH:36]=[C:35]([CH3:37])[C:29]3[N:30]([CH3:34])[C:31](=[O:33])[O:32][C:28]=3[CH:27]=2)=[O:25])[CH:21]=[C:20](Cl)[N:19]=1>CN1C(=O)CCC1>[Cl:17][C:18]1[N:19]=[C:20]([N:1]2[CH2:2][CH2:3][CH:4]([N:7]3[C:15]4[C:10](=[N:11][CH:12]=[CH:13][CH:14]=4)[NH:9][C:8]3=[O:16])[CH2:5][CH2:6]2)[CH:21]=[C:22]([C:24]([C:26]2[CH:36]=[C:35]([CH3:37])[C:29]3[N:30]([CH3:34])[C:31](=[O:33])[O:32][C:28]=3[CH:27]=2)=[O:25])[CH:23]=1. Procedure details: 0.33 g (1.5 mmol) 1-piperidin-4-yl-1,3-dihydroimidazo[4,5-b]pyridin-2-one and 0.20 g (0.49 mmol) 6-(2,6-dichloro-pyridine-4-carbonyl)-3,4-dimethyl-3H-benzoxazol-2-one were stirred in 3 mL NMP for 3 h at 120° C. The reaction mixture was purified by preparative HPLC. The fractions containing the product were combined and freeze-dried. Starting materials: N1CCC(CC1)N1C(NC2=NC=CC=C21)=O (1-piperidin-4-yl-1,3-dihydroimidazo[4,5-b]pyridin-2-one), ClC1=NC(=CC(=C1)C(=O)C1=CC2=C(N(C(O2)=O)C)C(=C1)C)Cl (6-(2,6-dichloro-pyridine-4-carbonyl)-3,4-dimethyl-3H-benzoxazol-2-one). Yields the product ClC1=CC(=CC(=N1)N1CCC(CC1)N1C(NC2=NC=CC=C21)=O)C(=O)C2=CC1=C(N(C(O1)=O)C)C(=C2)C (1-[6′-chloro-4′-(3,4-dimethyl-2-oxo-2,3-dihydro-benzoxazole-6-carbonyl)-3,4,5,6-tetrahydro-2H-[1,2′]bipyridinyl-4-yl]-1,3-dihydro-imidazo[4,5-b]pyridin-2-one). The reactants are N1=CC(=CC=C1)C=O (3-pyridinecarboxaldehyde), CSC1=CC=C(N)C=C1 (4-(methylthio)aniline), C(C)(=O)O[BH-](OC(C)=O)OC(C)=O.[Na+] (sodium triacetoxyborohydride). The solvent is ClCCl (dichloromethane). Reaction conditions: time 4 hour. Yields the product N1=C(C=CC=C1)CNC1=CC=C(C=C1)SC (4-[(pyridin-2-ylmethyl)amino]thioanisole). Isolated yield 100.0%. Reaction SMILES: [CH3:1][S:2][C:3]1[CH:9]=[CH:8][C:6]([NH2:7])=[CH:5][CH:4]=1.[N:10]1[CH:15]=[CH:14][CH:13]=[C:12](C=O)[CH:11]=1.[C:18](O[BH-](OC(=O)C)OC(=O)C)(=O)C.[Na+]>ClCCl>[N:10]1[CH:11]=[CH:12][CH:13]=[CH:14][C:15]=1[CH2:18][NH:7][C:6]1[CH:8]=[CH:9][C:3]([S:2][CH3:1])=[CH:4][CH:5]=1 |f:2.3|. Reported procedure: To 2.0 mL (16.07 mmol) of 4-(methylthio)aniline dissolved in 25 mL dichloromethane was added 1.52 mL (16.07 mmol) 3-pyridinecarboxaldehyde, followed by 5.11 g (24.11 mmol) sodium triacetoxyborohydride. The mixture was stirred at room temperature for 4 h, partitioned between EtOAc and brine, dried over MgSO4 and concentrated. Column chromatography, eluting with ethyl acetate/hexane, provided 3.70 g of 4-[(pyridin-2-ylmethyl)amino]thioanisole, pure by 1H NMR. The reactants are COC=1C=C(C(=O)N2CC(CC2)(CCS(=O)(=O)C)C2=CC(=C(C=C2)OC)OC)C=C(C1OC)OC (1-(3,4,5-trimethoxy-benzoyl)-3-(3,4-dimethoxy-phenyl)-3-(2-methanesulfonyl-ethyl)-pyrrolidine), C(C)#N (acetonitrile), N1C(=NC2=C1C=CC=C2)C(=O)C2CCNCC2 (4-[1H-benzoimidazole-2-carbonyl]-piperidine), C(C)(C)N(CC)C(C)C (diisopropylethylamine). The solvent is C(C)(=O)OCC (ethyl acetate). The product is COC=1C=C(C(=O)N2CC(CC2)(C2=CC(=C(C=C2)OC)OC)CCN2CCC(CC2)C(=O)C2=NC3=C(N2)C=CC=C3)C=C(C1OC)OC (1-(3,4,5-Trimethoxy-benzoyl)-3-[2-[4-[1H-benzoimidazole-2-carbonyl]-piperidin-1-yl]-ethyl]-3-(3,4-dimethoxy-phenyl)-pyrrolidine). As a reaction SMILES: [CH3:1][O:2][C:3]1[CH:4]=[C:5]([CH:29]=[C:30]([O:34][CH3:35])[C:31]=1[O:32][CH3:33])[C:6]([N:8]1[CH2:12][CH2:11][C:10]([C:19]2[CH:24]=[CH:23][C:22]([O:25][CH3:26])=[C:21]([O:27][CH3:28])[CH:20]=2)([CH2:13][CH2:14]S(C)(=O)=O)[CH2:9]1)=[O:7].[NH:36]1[C:40]2[CH:41]=[CH:42][CH:43]=[CH:44][C:39]=2[N:38]=[C:37]1[C:45]([CH:47]1[CH2:52][CH2:51][NH:50][CH2:49][CH2:48]1)=[O:46].C(N(C(C)C)CC)(C)C.C(#N)C>C(OCC)(=O)C>[CH3:1][O:2][C:3]1[CH:4]=[C:5]([CH:29]=[C:30]([O:34][CH3:35])[C:31]=1[O:32][CH3:33])[C:6]([N:8]1[CH2:12][CH2:11][C:10]([CH2:13][CH2:14][N:50]2[CH2:51][CH2:52][CH:47]([C:45]([C:37]3[NH:36][C:40]4[CH:41]=[CH:42][CH:43]=[CH:44][C:39]=4[N:38]=3)=[O:46])[CH2:48][CH2:49]2)([C:19]2[CH:24]=[CH:23][C:22]([O:25][CH3:26])=[C:21]([O:27][CH3:28])[CH:20]=2)[CH2:9]1)=[O:7]. Reported procedure: Combine 1-(3,4,5-trimethoxy-benzoyl)-3-(3,4-dimethoxy-phenyl)-3-(2-methanesulfonyl-ethyl)-pyrrolidine (1.19 g, 2.27 mmol), 4-[1H-benzoimidazole-2-carbonyl]-piperidine (1.65 g, 3.41 mmol) and diisopropylethylamine (1.47 g, 11.35 mmol) and acetonitrile (11 mL). Reflux the reaction mixture overnight, dilute with ethyl acetate and extract successively with a saturated aqueous NH4Cl solution, 5% aqueous NaHCO3 solution, water and saturated aqueous NaCl solution. Separate the organic layer, dry over a... Procedure: Prepared according to the described general procedure 1 (GP1) by reaction of methyl 5-amino-5-(2,6-dimethoxyphenyl)pentanoate with commercially available 3-(2-methylthiazol-4-yl)benzaldehyde. Subsequent purification by preparative HPLC afforded the target compound. LC-MS (conditions A): tR=0.85 min.; [M+H]+: 423.01 g/mol. Reaction SMILES: [NH2:1][CH:2]([C:10]1[C:15]([O:16][CH3:17])=[CH:14][CH:13]=[CH:12][C:11]=1[O:18][CH3:19])[CH2:3][CH2:4][CH2:5][C:6]([O:8]C)=O.[CH3:20][C:21]1[S:22][CH:23]=[C:24]([C:26]2[CH:27]=[C:28]([CH:31]=[CH:32][CH:33]=2)[CH:29]=O)[N:25]=1>>[CH3:19][O:18][C:11]1[CH:12]=[CH:13][CH:14]=[C:15]([O:16][CH3:17])[C:10]=1[CH:2]1[N:1]([CH2:29][C:28]2[CH:31]=[CH:32][CH:33]=[C:26]([C:24]3[N:25]=[C:21]([CH3:20])[S:22][CH:23]=3)[CH:27]=2)[C:6](=[O:8])[CH2:5][CH2:4][CH2:3]1. Starting materials: NC(CCCC(=O)OC)C1=C(C=CC=C1OC)OC (methyl 5-amino-5-(2,6-dimethoxyphenyl)pentanoate), CC=1SC=C(N1)C=1C=C(C=O)C=CC1 (3-(2-methylthiazol-4-yl)benzaldehyde). Yields the product COC1=C(C(=CC=C1)OC)C1CCCC(N1CC1=CC(=CC=C1)C=1N=C(SC1)C)=O (6-(2,6-dimethoxyphenyl)-1-(3-(2-methylthiazol-4-yl)benzyl)piperidin-2-one).